From a dataset of the Open Reaction Database (ORD), a public repository of structured organic reaction records. describe an organic reaction: reactants, conditions, products, and yield Reactants: CS(=O)c1nc(N)nc(-c2ccco2)c1Br, NCCN1CCOCC1, C1COCCO1. The product is Nc1nc(NCCN2CCOCC2)c(Br)c(-c2ccco2)n1. RXN SMILES: [Br:1][c:2]1[c:3](-[c:12]2[o:13][cH:14][cH:15][cH:16]2)[n:4][c:5]([NH2:11])[n:6][c:7]1[S:8]([CH3:9])=[O:10].[NH2:17][CH2:18][CH2:19][N:20]1[CH2:21][CH2:22][O:23][CH2:24][CH2:25]1.[O:26]1[CH2:27][CH2:28][O:29][CH2:30][CH2:31]1>>[Br:1][c:2]1[c:3](-[c:12]2[o:13][cH:14][cH:15][cH:16]2)[n:4][c:5]([NH2:11])[n:6][c:7]1[NH:17][CH2:18][CH2:19][N:20]1[CH2:21][CH2:22][O:23][CH2:24][CH2:25]1. Starting materials: CI (methyl iodide), C([O-])([O-])=O.[K+].[K+] (potassium carbonate), OC(C)C1=CC=C(C=C1)C=1C=CC2=C(CC(O2)C(=O)O)C1 (2,3-dihydro-5-(4-(1-hydroxyethyl)phenyl)-2-benzofurancarboxylic acid), CC(=O)C (acetone). Run in CS(=O)C (dimethylsulfoxide). The product is OC(C)C1=CC=C(C=C1)C=1C=CC2=C(CC(O2)C(=O)OC)C1 (methyl 2,3-dihydro-5-(4-(1-hydroxyethyl)phenyl)-2-benzofurancarboxylate). As a reaction SMILES: CI.[C:3](=O)([O-])[O-].[K+].[K+].[OH:9][CH:10]([C:12]1[CH:17]=[CH:16][C:15]([C:18]2[CH:19]=[CH:20][C:21]3[O:25][CH:24]([C:26]([OH:28])=[O:27])[CH2:23][C:22]=3[CH:29]=2)=[CH:14][CH:13]=1)[CH3:11].CC(C)=O>CS(C)=O>[OH:9][CH:10]([C:12]1[CH:13]=[CH:14][C:15]([C:18]2[CH:19]=[CH:20][C:21]3[O:25][CH:24]([C:26]([O:28][CH3:3])=[O:27])[CH2:23][C:22]=3[CH:29]=2)=[CH:16][CH:17]=1)[CH3:11] |f:1.2.3|. Procedure details: 23.3 g of methyl iodide and 7.6 g of potassium carbonate were added to a mixture of 7.8 g of 6C, 200 ml of acetone and 50 ml of dimethylsulfoxide. The resulting suspension was heated under reflux for 2 hours. The mixture was filtered and the filtrate was concentrated under reduced pressure. The residue was stirred with 400 ml of water, the water was decanted, and the residue was dissolved in tetrahydrofuran. The solution was filtered and the filtrate was concentrated. The residue was mixed with ... Starting materials: ( 100 ), CC1CNC(=O)C(NC(=O)/C=C/CC(OC(=O)C(OC1=O)CC(C)C)C(C)C2C(O2)C3=CC=CC=C3)CC4=CC(=C(C=C4)OC)Cl (Cryptophycin), ( 10/14 ), CC1CNC(=O)C(NC(=O)/C=C/CC(OC(=O)C(OC1=O)CC(C)C)C(C)C2C(O2)C3=CC=CC=C3)CC4=CC(=C(C=C4)OC)Cl (Cryptophycin), C[C@@H]1CNC(=O)[C@H](NC(=O)/C=C/C[C@H](OC(=O)[C@@H](OC1=O)CC(C)C)[C@H](C)[C@@H]2[C@H](O2)C3=CC=CC=C3)CC4=CC(=C(C=C4)OC)Cl (Cryptophycin 1), C[C@@H]1CNC(=O)[C@H](NC(=O)/C=C/C[C@H](OC(=O)[C@@H](OC1=O)CC(C)C)[C@H](C)/C=C/C=2C=CC=CC2)CC=3C=CC(=C(C3)Cl)OC (Cryptophycin 3), ( 5 ), C[C@@H]1CNC(=O)[C@H](NC(=O)/C=C/C[C@H](OC(=O)[C@@H](OC1=O)CC(C)C)[C@H](C)/C=C/C=2C=CC=CC2)CC=3C=CC(=C(C3)Cl)OC (Cryptophycin 3), ( 6/8 ), OC(CC=CC(=O)O)C(C(C(C1=CC=CC=C1)O)O)C (5,7,8-trihydroxy-6-methyl-8-phenyl-2-octenoic acid), ( 5 ), CC1CNC(=O)C(NC(=O)/C=C/CC(OC(=O)C(OC1=O)CC(C)C)C(C)C2C(O2)C3=CC=CC=C3)CC4=CC(=C(C=C4)OC)Cl (Cryptophycin), CC1CNC(=O)C(NC(=O)/C=C/CC(OC(=O)C(OC1=O)CC(C)C)C(C)C2C(O2)C3=CC=CC=C3)CC4=CC(=C(C=C4)OC)Cl (Cryptophycin), ( 7.9/6.7/3.1 ), C(C(O)CC(C)C)(=O)O (leucic acid), C[C@@H]1CNC(=O)[C@H](NC(=O)/C=C\C[C@H](OC(=O)[C@@H](OC1=O)CC(C)C)[C@H](C)/C=C/C2=CC=CC=C2)CC3=CC=C(C=C3)OC (Cryptophycin 4), NCC(C(=O)O)C (3-amino-2-methylpropionic acid), C[C@@H]1CNC(=O)[C@H](NC(=O)/C=C\C[C@H](OC(=O)[C@@H](OC1=O)CC(C)C)[C@H](C)/C=C/C2=CC=CC=C2)CC3=CC=C(C=C3)OC (Cryptophycin 4), ( 1.2/1.0/0.4 ), ( ε ), ClC=1C=C(C[C@H](N)C(=O)O)C=C(C1OC)Cl (3,5-dichloro-4-methoxyphenylalanine), CC1CNC(=O)C(NC(=O)/C=C/CC(OC(=O)C(OC1=O)CC(C)C)C(C)C2C(O2)C3=CC=CC=C3)CC4=CC(=C(C=C4)OC)Cl (Cryptophycin), ( 17/11/3 ), C[C@@H]1CNC(=O)[C@H](NC(=O)/C=C/C[C@H](OC(=O)[C@@H](OC1=O)CC(C)C)[C@H](C)/C=C/C=2C=CC=CC2)CC=3C=CC(=C(C3)Cl)OC (Cryptophycin 3), ( 11/13 ), CC1CNC(=O)C(NC(=O)/C=C/CC(OC(=O)C(OC1=O)CC(C)C)C(C)C2C(O2)C3=CC=CC=C3)CC4=CC(=C(C=C4)OC)Cl (Cryptophycin), hydroxy acid, ( 12 ), (CDCl3)amino, ( 700 ), C[C@@H]1CNC(=O)[C@H](NC(=O)/C=C/C[C@H](OC(=O)[C@@H](OC1=O)CC(C)C)[C@H](C)[C@@H]2[C@H](O2)C3=CC=CC=C3)CC4=CC(=C(C=C4)OC)Cl (Cryptophycin 1), ( 5/9 ), C[C@H]1[C@@H](O[C@H]([C@@H]1O)C2=CC=CC=C2)C/C=C/C(=O)N[C@H](CC3=CC(=C(C=C3)OC)Cl)C(=O)NC[C@@H](C)C(=O)OC (Cryptophycin 6), C[C@@H]1CNC(=O)[C@H](NC(=O)/C=C/C[C@H](OC(=O)[C@@H](OC1=O)CC(C)C)[C@H](C)/C=C/C=2C=CC=CC2)CC=3C=CC(=C(C3)Cl)OC (Cryptophycin 3), ( 8 ), ( 9 ), C[C@@H]1CNC(=O)[C@H](NC(=O)/C=C/C[C@H](OC(=O)[C@@H](OC1=O)CC(C)C)[C@H](C)[C@@H]2[C@H](O2)C3=CC=CC=C3)CC4=CC(=C(C=C4)OC)Cl (Cryptophycin 1), C[C@@H]1CNC(=O)[C@H](NC(=O)/C=C/C[C@H](OC(=O)[C@@H](OC1=O)CC(C)C)[C@H](C)[C@@H]2[C@H](O2)C3=CC=CC=C3)CC4=CC(=C(C=C4)OC)Cl (Cryptophycin 1), C[C@@H]1CNC(=O)[C@H](NC(=O)/C=C\C[C@H](OC(=O)[C@@H](OC1=O)CC(C)C)[C@H](C)/C=C/C2=CC=CC=C2)CC3=CC=C(C=C3)OC (Cryptophycin 4). Run in CO (MeOH). The product is C[C@@H]1CNC(=O)[C@H](NC(=O)/C=C/C[C@H](OC(=O)[C@@H](OC1=O)CC(C)C)[C@H](C)[C@@H]2[C@H](O2)C3=CC=CC=C3)CC4=CC(=C(C(=C4)Cl)OC)Cl (Cryptophycin 31). Reaction SMILES: [OH:1][CH:2]([CH:9]([CH3:20])[CH:10]([OH:19])[CH:11](O)[C:12]1[CH:17]=[CH:16][CH:15]=[CH:14][CH:13]=1)[CH2:3][CH:4]=[CH:5][C:6]([OH:8])=O.[Cl:21][C:22]1[CH:23]=[C:24]([CH:31]=[C:32]([Cl:36])[C:33]=1[O:34][CH3:35])[CH2:25][C@@H:26]([C:28]([OH:30])=O)[NH2:27].[NH2:37][CH2:38][CH:39]([CH3:43])[C:40]([OH:42])=[O:41].[C:44](O)(=[O:51])[CH:45]([CH2:47][CH:48]([CH3:50])[CH3:49])O.C[C@H]1C(=O)O[C@@H](CC(C)C)C(=O)O[C@H]([C@@H]([C@H]2O[C@@H]2C2C=CC=CC=2)C)CC=CC(=O)N[C@H](CC2C=CC(OC)=C(Cl)C=2)C(=O)NC1.CC1C(=O)OC(CC(C)C)C(=O)OC(C(C2OC2C2C=CC=CC=2)C)CC=CC(=O)NC(CC2C=CC(OC)=C(Cl)C=2)C(=O)NC1.C[C@H]1C(=O)O[C@@H](CC(C)C)C(=O)O[C@H]([C@@H](/C=C/C2C=CC=CC=2)C)CC=CC(=O)N[C@H](CC2C=CC(OC)=C(Cl)C=2)C(=O)NC1.C[C@H]1C(=O)O[C@@H](CC(C)C)C(=O)O[C@H]([C@@H](/C=C/C2C=CC=CC=2)C)CC=CC(=O)N[C@H](CC2C=CC(OC)=CC=2)C(=O)NC1.C[C@@H]1[C@@H](O)[C@H](C2C=CC=CC=2)O[C@H]1C/C=C/C(N[C@@H](C(NC[C@H](C(OC)=O)C)=O)CC1C=CC(OC)=C(Cl)C=1)=O>CO>[CH3:43][C@H:39]1[C:40](=[O:42])[O:41][C@@H:45]([CH2:47][CH:48]([CH3:50])[CH3:49])[C:44](=[O:51])[O:1][C@H:2]([C@@H:9]([C@H:10]2[O:19][C@@H:11]2[C:12]2[CH:13]=[CH:14][CH:15]=[CH:16][CH:17]=2)[CH3:20])[CH2:3][CH:4]=[CH:5][C:6](=[O:8])[NH:27][C@H:26]([CH2:25][C:24]2[CH:31]=[C:32]([Cl:36])[C:33]([O:34][CH3:35])=[C:22]([Cl:21])[CH:23]=2)[C:28](=[O:30])[NH:37][CH2:38]1. Procedure details: [α]D +50.6°(MeOH, c 1.13); UV λmax (ε) 242 (3800), 284 (700); IR (neat) νmax 3412, 3272, 2961, 1745, 1725, 1678, 1537, 1481, 1270, 1196, 1176, 1000, 698 cm-1 ; EIMS m/z (rel intensity) 688/690/692 (1.2/1.0/0.4), 446/448/450 (7.9/6.7/3.1), 314/316/318 (17/11/3), 91 (100); high resolution EIMS m/z 688.2336 (calcd for C35H42Cl2N2O8, -1.8 mmu error); 1H-NMR (CDCl3)amino or hydroxy acid unit δ (carbon position, multiplicity; J in Hz) 7,8-epoxy-5-hydroxy-6-methyl-8-phenyl-2-octenoic acid (A) 5.78 (2, ... Reactants: O=C1OC=2C(C1(C1=CC=CC=C1)CCN(C)C)CC=CC2 (2-(2-oxo-3-phenyl-3-dihydrobenzofuranyl)-N,N-dimethylethylamine), [H-].[H-].[H-].[H-].[Li+].[Al+3] (LiAlH4), material, C(Cl)Cl (CH2Cl2), CCOCC.Cl (Et2O HCl). Solvent: CCOCC (Et2O), CCOCC (Et2O). Conditions: time 30 minute. Product: Cl.CN(CCC(CO)(C1=CC=CC=C1)C1=C(C=CC=C1)O)C (4-Dimethylamino-2-(2-hydroxyphenyl)-2-phenylbutanol hydrochloride). As a reaction SMILES: [O:1]=[C:2]1[C:6]([CH2:13][CH2:14][N:15]([CH3:17])[CH3:16])([C:7]2[CH:12]=[CH:11][CH:10]=[CH:9][CH:8]=2)[CH:5]2[CH2:18][CH:19]=[CH:20][CH:21]=[C:4]2[O:3]1.[H-].[H-].[H-].[H-].[Li+].[Al+3].C(Cl)[Cl:29].CCOCC.Cl>CCOCC>[ClH:29].[CH3:17][N:15]([CH3:16])[CH2:14][CH2:13][C:6]([C:5]1[CH:18]=[CH:19][CH:20]=[CH:21][C:4]=1[OH:3])([C:7]1[CH:12]=[CH:11][CH:10]=[CH:9][CH:8]=1)[CH2:2][OH:1] |f:1.2.3.4.5.6,8.9,11.12|. Reported procedure: A solution of 28.6 g (102 mmole) 2-(2-oxo-3-phenyl-3-dihydrobenzofuranyl)-N,N-dimethylethylamine in 300 ml anhydrous Et2O was added to 7.74 g (204 mmole) LiAlH4 in 150 ml Et2O at ice bath temperature and this mixture stirred at that temperature for 30 minutes. After further stirring for 2 hours at room temperature, the reaction mixture was quenched with saturated Na2SO4, filtered, and the solids washed with excess EtOAc (4×350 ml). The combined organics were washed with saturated Na2CO3 (300 ml)... Reactants: C(CCC)[Li] (n-butyllithium), Cl (hydrochloric acid), C(CCCCCC)OC1=CC=C(C=C1)C=1SC(=CN1)C1=CC=C(C=C1)Br (2-(4-heptyloxyphenyl)-5-(4-bromophenyl)thiazole), O1CCCC1 (tetrahydrofuran), C(=O)=O (dry-ice). Solvent: CCCCCC (n-hexane), O (water). Reaction conditions: temperature -60 celsius, time 1 hour. Product: C(CCCCCC)OC1=CC=C(C=C1)C1=CN=C(S1)C1=CC=C(C(=O)O)C=C1 (4-[5-(4-heptyloxyphenyl)thiazol-2-yl]benzoic acid). Reaction SMILES: C(O[C:9]1[CH:14]=[CH:13][C:12]([C:15]2[S:16][C:17]([C:20]3[CH:25]=[CH:24][C:23](Br)=[CH:22][CH:21]=3)=[CH:18][N:19]=2)=[CH:11][CH:10]=1)CCCCCC.[CH2:27]([Li])[CH2:28][CH2:29]C.[C:32](=[O:34])=[O:33].Cl.[O:36]1[CH2:40][CH2:39][CH2:38][CH2:37]1>CCCCCC.O>[CH2:37]([O:36][C:23]1[CH:22]=[CH:21][C:20]([C:17]2[S:16][C:15]([C:12]3[CH:11]=[CH:10][C:9]([C:32]([OH:34])=[O:33])=[CH:14][CH:13]=3)=[N:19][CH:18]=2)=[CH:25][CH:24]=1)[CH2:38][CH2:39][CH2:40][CH2:27][CH2:28][CH3:29]. Procedure details: A solution of 2-(4-heptyloxyphenyl)-5-(4-bromophenyl)thiazole (2.06 g) in dry tetrahydrofuran (60 ml) was cooled to −60° C., and a solution of n-butyllithium (1.56M) in n-hexane, 4.05 ml) was added slowly to maintain the reaction temperature at −60° C. After stirring for 1 hour, dry-ice (4 g) was added. The reaction mixture was allowed to warm to room temperature over 30 minutes. To the reaction mixture was added water (20 ml) and 0.5N hydrochloric acid (80 ml), then extracted with dichlorometha... Reactants: C[Si]([N-][Si](C)(C)C)(C)C.[K+] (potassium hexamethyldisilazide), ClC=1C=CC2=C(CC(C(C(N2)=O)C(=O)OC)C2=CC=C(C=C2)OC)C1 (7-chloro-1,3,4,5-tetrahydro-3-(methoxycarbonyl)-4-(4-methoxyphenyl)-2H-1-benzazepin-2-one), P(OCC)(OCC)OCC (triethyl phosphite). Run in CCCCCC (hexane), O1CCCC1 (tetrahydrofuran). Reaction conditions: temperature 0 celsius, time 1 hour. The product is ClC=1C=CC2=C(CC(C(C(N2)=O)(C(=O)OC)O)C2=CC=C(C=C2)OC)C1 (7-Chloro-1,3,4,5-tetrahydro-3-hydroxy-3-(methoxycarbonyl)-4-(4-methoxyphenyl)-2H-1-benzazepin-2-one). Isolated yield 94.4%. Reaction SMILES: [Cl:1][C:2]1[CH:3]=[CH:4][C:5]2[NH:11][C:10](=[O:12])[CH:9]([C:13]([O:15][CH3:16])=[O:14])[CH:8]([C:17]3[CH:22]=[CH:21][C:20]([O:23][CH3:24])=[CH:19][CH:18]=3)[CH2:7][C:6]=2[CH:25]=1.C[Si](C)(C)[N-][Si](C)(C)C.[K+].P(OCC)(OCC)[O:37]CC>O1CCCC1.CCCCCC>[Cl:1][C:2]1[CH:3]=[CH:4][C:5]2[NH:11][C:10](=[O:12])[C:9]([OH:37])([C:13]([O:15][CH3:16])=[O:14])[CH:8]([C:17]3[CH:18]=[CH:19][C:20]([O:23][CH3:24])=[CH:21][CH:22]=3)[CH2:7][C:6]=2[CH:25]=1 |f:1.2|. Procedure details: A solution of 7-chloro-1,3,4,5-tetrahydro-3-(methoxycarbonyl)-4-(4-methoxyphenyl)-2H-1-benzazepin-2-one (15 g, 41.7 mmole) in 780 ml of tetrahydrofuran was cooled to -78° C. and 147 ml (167 mmole in tetrahydrofuran) of potassium hexamethyldisilazide solution was added. After stirring for 1 hour, 28.7 ml of triethyl phosphite (166.7 mmole) was added and anhydrous oxygen gas was rapidly bubbled through the resulting solution. The reaction temperature was then raised to 0° C. and allowed to stir fo...